This data is from the Open Reaction Database (ORD), a public repository of structured organic reaction records. The task is: describe an organic reaction: reactants, conditions, products, and yield Reactants: [Al+3], COC(=O)c1cc(Br)cc2c1OC(C)(C)C2, [H-], [H-], [H-], [H-], [Li+], C1CCOC1. Yields the product CC1(C)Cc2cc(Br)cc(CO)c2O1. As a reaction SMILES: [Al+3:18].[Br:1][c:2]1[cH:3][c:4]([C:13](=[O:14])[O:15][CH3:16])[c:5]2[c:6]([cH:12]1)[CH2:7][C:8]([CH3:10])([CH3:11])[O:9]2.[H-:17].[H-:20].[H-:21].[H-:22].[Li+:19].[O:23]1[CH2:24][CH2:25][CH2:26][CH2:27]1>>[Br:1][c:2]1[cH:3][c:4]([CH2:13][OH:14])[c:5]2[c:6]([cH:12]1)[CH2:7][C:8]([CH3:10])([CH3:11])[O:9]2. The reactants are FC1=C(C=CC(=C1)F)[C@]1(OC1)[C@H](C)O ((1S)-1-[(2R)-2-(2,4-difluorophenyl)-2-oxiranyl]ethanol), FC(C1=C(C=CC=C1)N1C(NN=C1)=O)(F)F (4-(2-trifluoromethylphenyl)-3(2H,4H)-1,2,4-triazolone). Yields the product FC1=C(C=CC(=C1)F)[C@]1([C@@H](C)N2N=CN(C2=O)C2=C(C=CC=C2)C(F)(F)F)CO1 (2-[(1R,2S)-2-(2,4-difluorophenyl)-2,3-epoxy-1-methylpropyl]-4-(2-trifluoromethylphenyl)-3(2H,4H)-1,2,4-triazolone). The yield is 20.3%. Reaction SMILES: [F:1][C:2]1[CH:7]=[C:6]([F:8])[CH:5]=[CH:4][C:3]=1[C@:9]1([C@@H:12](O)[CH3:13])[CH2:11][O:10]1.[F:15][C:16]([F:30])([F:29])[C:17]1[CH:22]=[CH:21][CH:20]=[CH:19][C:18]=1[N:23]1[CH:27]=[N:26][NH:25][C:24]1=[O:28]>>[F:1][C:2]1[CH:7]=[C:6]([F:8])[CH:5]=[CH:4][C:3]=1[C@:9]1([O:10][CH2:11]1)[C@H:12]([N:25]1[C:24](=[O:28])[N:23]([C:18]2[CH:19]=[CH:20][CH:21]=[CH:22][C:17]=2[C:16]([F:15])([F:30])[F:29])[CH:27]=[N:26]1)[CH3:13]. Reported procedure: In the same manner as in Reference Example 5, starting from 1.0 g of (1S)-1-[(2R)-2-(2,4-difluorophenyl)-2-oxiranyl]ethanol and 1.1 g of 4-(2-trifluoromethylphenyl)-3(2H,4H)-1,2,4-triazolone, 2-[(1R,2S)-2-(2,4-difluorophenyl)-2,3-epoxy-1-methylpropyl]-4-(2-trifluoromethylphenyl)-3(2H,4H)-1,2,4-triazolone (0.4 g) was obtained as a colorless powder. Yields the product CC1(C)C(C(=O)c2cn(CCN3CCOCC3)c3ccc(OCc4ccccc4)cc23)C1(C)C. As a reaction SMILES: [CH2:1]([c:2]1[cH:3][cH:4][cH:5][cH:6][cH:7]1)[O:8][c:9]1[cH:10][c:11]2[c:12]([C:18](=[O:19])[CH:20]3[C:21]([CH3:25])([CH3:26])[C:22]3([CH3:23])[CH3:24])[cH:13][nH:14][c:15]2[cH:16][cH:17]1.[CH3:27][S:28]([O:29][CH2:32][CH2:33][N:34]1[CH2:35][CH2:36][O:37][CH2:38][CH2:39]1)(=[O:30])=[O:31].[H-:41].[Na+:40].[O:42]=[CH:43][N:44]([CH3:45])[CH3:46]>>[CH2:1]([c:2]1[cH:3][cH:4][cH:5][cH:6][cH:7]1)[O:8][c:9]1[cH:10][c:11]2[c:12]([C:18](=[O:19])[CH:20]3[C:21]([CH3:25])([CH3:26])[C:22]3([CH3:23])[CH3:24])[cH:13][n:14]([CH2:32][CH2:33][N:34]3[CH2:35][CH2:36][O:37][CH2:38][CH2:39]3)[c:15]2[cH:16][cH:17]1. The reactants are CC1(C)C(C(=O)c2c[nH]c3ccc(OCc4ccccc4)cc23)C1(C)C, CS(=O)(=O)OCCN1CCOCC1, [H-], [Na+], CN(C)C=O.